This data is from the Open Reaction Database (ORD), a public repository of structured organic reaction records. The task is: describe an organic reaction: reactants, conditions, products, and yield The reactants are C(C1=CC=CC=C1)ONC(C[C@@H](CC(C)C)C(N[C@@H]1C(NCCCCCCN2C=3C=CC=CC3C(C1)=C2)=O)=O)=O ((3R,10S)-N-benzyloxy-5-methyl-3-(9-oxo-1,8-diazatricyclo[10.6. 1.013,18 ]nonadeca-12(19),13(18),14,16-tetraen-10-ylcarbamoyl)hexanamide), C1CCOC1 (THF). The reagents and catalysts are [Pd] (Pd on activated charcoal). Solvent: C(C)O (ethanol). Conditions: time 4 hour. Product: ONC(C[C@@H](CC(C)C)C(N[C@@H]1C(NCCCCCCN2C=3C=CC=CC3C(C1)=C2)=O)=O)=O ((3R,10S)-N-hydroxy-5-methyl-3-(9-oxo-1,8-diaza-tricyclo[10.6.1.013,18 ]nonadeca-12(19),13(18),14,16-tetraen-10-yl-carbamoyl)hexanamide). Yield: 91.9%. As a reaction SMILES: C([O:8][NH:9][C:10](=[O:40])[CH2:11][C@H:12]([C:17](=[O:39])[NH:18][C@H:19]1[CH2:36][C:35]2=[CH:37][N:28]([C:29]3[CH:30]=[CH:31][CH:32]=[CH:33][C:34]=32)[CH2:27][CH2:26][CH2:25][CH2:24][CH2:23][CH2:22][NH:21][C:20]1=[O:38])[CH2:13][CH:14]([CH3:16])[CH3:15])C1C=CC=CC=1.C1COCC1>C(O)C.[Pd]>[OH:8][NH:9][C:10](=[O:40])[CH2:11][C@H:12]([C:17](=[O:39])[NH:18][C@H:19]1[CH2:36][C:35]2=[CH:37][N:28]([C:29]3[CH:30]=[CH:31][CH:32]=[CH:33][C:34]=32)[CH2:27][CH2:26][CH2:25][CH2:24][CH2:23][CH2:22][NH:21][C:20]1=[O:38])[CH2:13][CH:14]([CH3:16])[CH3:15]. Procedure details: Alternatively, (3R,10S)-N-benzyloxy-5-methyl-3-(9-oxo-1,8-diazatricyclo[10.6. 1.013,18 ]nonadeca-12(19),13(18),14,16-tetraen-10-ylcarbamoyl)hexanamide (1.0 g, 1.83 mmol) was taken up in a solution of 20% THF in ethanol (500 mL) and then Pd on activated charcoal (200 mg) was added portionwise. The resulting slurry was stirred as H2 gas was gently bubbled through the solution. After 4 hours, the reaction mixture was suction filtered through a bed of celite (1.5 cm), and the filtrate was concentrat...